Dataset: the Open Reaction Database (ORD), a public repository of structured organic reaction records. Task: describe an organic reaction: reactants, conditions, products, and yield The reactants are COC(=O)C=1N=C(C=2C(N(C=CC2C1O)CC1=CC=CC=C1)=O)C=1C=NC=C(C1)F (7-benzyl-1-(5-fluoro-pyridin-3-yl)-4-hydroxy-8-oxo-7,8-dihydro-[2,7]naphthyridine-3-carboxylic acid methyl ester), OC(=O)C(F)(F)F.NCC(C(=O)O)(C)C (3-amino-2,2-dimethyl-propionic acid TFA salt), C[O-].[Na+] (NaOMe). The solvent is CCO (EtOH). Run at temperature 140 celsius. Product: C(C1=CC=CC=C1)N1C=CC=2C(=C(N=C(C2C1=O)C=1C=NC=C(C1)F)C(=O)NCC(C(=O)O)(C)C)O (3-{[7-Benzyl-1-(5-fluoro-pyridin-3-yl)-4-hydroxy-8-oxo-7,8-dihydro-[2,7]naphthyridine-3-carbonyl]amino}-2,2-dimethyl-propionic acid). Yield: 34.0%. RXN SMILES: CO[C:3]([C:5]1[N:6]=[C:7]([C:24]2[CH:25]=[N:26][CH:27]=[C:28]([F:30])[CH:29]=2)[C:8]2[C:9](=[O:23])[N:10]([CH2:16][C:17]3[CH:22]=[CH:21][CH:20]=[CH:19][CH:18]=3)[CH:11]=[CH:12][C:13]=2[C:14]=1[OH:15])=[O:4].OC(C(F)(F)F)=O.[NH2:38][CH2:39][C:40]([CH3:45])([CH3:44])[C:41]([OH:43])=[O:42].C[O-].[Na+]>CCO>[CH2:16]([N:10]1[C:9](=[O:23])[C:8]2[C:7]([C:24]3[CH:25]=[N:26][CH:27]=[C:28]([F:30])[CH:29]=3)=[N:6][C:5]([C:3]([NH:38][CH2:39][C:40]([CH3:45])([CH3:44])[C:41]([OH:43])=[O:42])=[O:4])=[C:14]([OH:15])[C:13]=2[CH:12]=[CH:11]1)[C:17]1[CH:22]=[CH:21][CH:20]=[CH:19][CH:18]=1 |f:1.2,3.4|. Procedure details: A mixture of 7-benzyl-1-(5-fluoro-pyridin-3-yl)-4-hydroxy-8-oxo-7,8-dihydro-[2,7]naphthyridine-3-carboxylic acid methyl ester (17 mg, 0.042 mmol), 3-amino-2,2-dimethyl-propionic acid TFA salt (39 mg, 0.17 mmol), and NaOMe (18 mg, 0.34 mmol) in EtOH (2 mL) was heated at 140° C. for 6 h in a microwave reactor. After the mixture was cooled to r.t., solvent was evaporated in vacuo. The residue was partitioned between water and EtOAc. 1 M HCl was added with vigorous stirring until pH was about 2. The... The reactants are N[C@@H](CCCCNC(OCC1=CC=CC=C1)=O)CO (benzyl (5S)-5-amino-6-hydroxyhexylcarbamate), C(C)(C)(C)N=C=S (tert-butyl isothiocyanate), C(C)O (ethanol), [N-]=C=S (isothiocyanate). Run at temperature 80 celsius. Product: C(C1=CC=CC=C1)OC(=O)NCCCC[C@@H](C(=O)OCC)NC(=S)NC(C)(C)C (ethyl (2S)-6-{[(benzyloxy)carbonyl]amino}-2-{[(tert-butylamino)-carbothioyl]amino}hexanoate). As a reaction SMILES: [NH2:1][C@H:2]([CH2:18][OH:19])[CH2:3][CH2:4][CH2:5][CH2:6][NH:7][C:8](=[O:17])[O:9][CH2:10][C:11]1[CH:16]=[CH:15][CH:14]=[CH:13][CH:12]=1.[C:20]([N:24]=[C:25]=[S:26])([CH3:23])([CH3:22])[CH3:21].[N-]=C=S.[CH2:30]([OH:32])[CH3:31]>>[CH2:10]([O:9][C:8]([NH:7][CH2:6][CH2:5][CH2:4][CH2:3][C@H:2]([NH:1][C:25]([NH:24][C:20]([CH3:23])([CH3:22])[CH3:21])=[S:26])[C:18]([O:32][CH2:30][CH3:31])=[O:19])=[O:17])[C:11]1[CH:16]=[CH:15][CH:14]=[CH:13][CH:12]=1. Procedure details: The process is performed as in Example 9, starting with 0.42 g of benzyl (5S)-5-amino-6-hydroxyhexylcarbamate and 0.24 cm3 of tert-butyl isothiocyanate in 30 cm3 of ethanol at a temperature in the region of 20° C. for 3 days. The reaction is completed by addition of a further 0.48 cm3 of isothiocyanate followed by heating for 1 hour at a temperature in the region of 80° C. After an identical work-up, 0.6 g of ethyl (2S)-6-{[(benzyloxy)carbonyl]amino}-2-{[(tert-butylamino)-carbothioyl]amino}hexan... The reactants are O=Cc1ccc(S(=O)(=O)Cl)cc1, CC(Cl)Cl, Cl, Nc1ccc(OC(F)(F)F)cc1, c1ccncc1. Product: O=Cc1ccc(S(=O)(=O)Nc2ccc(OC(F)(F)F)cc2)cc1. Reaction SMILES: [Cl:1][S:2](=[O:3])(=[O:4])[c:5]1[cH:6][cH:7][c:8]([CH:9]=[O:10])[cH:11][cH:12]1.[Cl:32][CH:33]([Cl:34])[CH3:35].[ClH:31].[F:13][C:14]([O:15][c:16]1[cH:17][cH:18][c:19]([NH2:20])[cH:21][cH:22]1)([F:23])[F:24].[cH:25]1[cH:26][cH:27][n:28][cH:29][cH:30]1>>[S:2](=[O:3])(=[O:4])([c:5]1[cH:6][cH:7][c:8]([CH:9]=[O:10])[cH:11][cH:12]1)[NH:20][c:19]1[cH:18][cH:17][c:16]([O:15][C:14]([F:13])([F:23])[F:24])[cH:22][cH:21]1. Starting materials: O (Water), CC1=C(C(NC=C1)=O)[N+](=O)[O-] (4-methyl-3-nitro-2-pyridone), II (iodine), I(=O)(=O)[O-].[Na+] (sodium iodate). The solvent is C(C)(=O)O (acetic acid), S(O)(O)(=O)=O (sulfuric acid). Conditions: temperature 75 celsius, time 8 hour. Product: IC=1C(=C(C(NC1)=O)[N+](=O)[O-])C (5-Iodo-4-methyl-3-nitro-2-pyridone). As a reaction SMILES: [CH3:1][C:2]1[CH:7]=[CH:6][NH:5][C:4](=[O:8])[C:3]=1[N+:9]([O-:11])=[O:10].II.[I:14]([O-])(=O)=O.[Na+].O>C(O)(=O)C.S(=O)(=O)(O)O>[I:14][C:7]1[C:2]([CH3:1])=[C:3]([N+:9]([O-:11])=[O:10])[C:4](=[O:8])[NH:5][CH:6]=1 |f:2.3|. Procedure: To a solution of 4-methyl-3-nitro-2-pyridone (2.00 g, 13 mmol) in acetic acid (12 mL) and concentrated sulfuric acid (1.6 mL) was added iodine (1.32 g) and sodium iodate (0.55 g). The mixture was heated at 75° C. for 2.5 hours and then stirred at rt overnight. Water (100 mL) was added, and the precipitated 5-iodo-4-methyl-3-nitro-2-pyridone was collected by filtration (2.97 g, 82%). Starting materials: BrB(Br)Br, ClCCl, COc1ccc2ccccc2c1-c1ccccc1, CCOCC. The product is Oc1ccc2ccccc2c1-c1ccccc1. As a reaction SMILES: [B:19]([Br:20])([Br:21])[Br:22].[CH2:28]([Cl:29])[Cl:30].[CH3:1][O:2][c:3]1[c:4](-[c:13]2[cH:14][cH:15][cH:16][cH:17][cH:18]2)[c:5]2[cH:6][cH:7][cH:8][cH:9][c:10]2[cH:11][cH:12]1.[CH3:23][CH2:24][O:25][CH2:26][CH3:27]>>[OH:2][c:3]1[c:4](-[c:13]2[cH:14][cH:15][cH:16][cH:17][cH:18]2)[c:5]2[cH:6][cH:7][cH:8][cH:9][c:10]2[cH:11][cH:12]1.